From a dataset of the Open Reaction Database (ORD), a public repository of structured organic reaction records. describe an organic reaction: reactants, conditions, products, and yield Reactants: BrC=1C=C(C=CC1F)C(=NS(=O)C(C)(C)C)C1=C(C(=CC=C1)F)C#N (N-((3-Bromo-4-fluorophenyl)(2-cyano-3-fluorophenyl)methylene)-2-methylpropane-2-sulfinamide), Cl (hydrochloric acid), C(CCC)[Li] (n-Butyllithium), BrC=1C=NC=NC1 (5-bromopyrimidine). Solvent: C1CCOC1 (THF), C1CCOC1 (THF). Run at time 45 minute. Product: BrC=1C=C(C=CC1F)C1(N=C(C2=C(C=CC=C12)F)N)C=1C=NC=NC1 (1-(3-Bromo-4-fluorophenyl)-4-fluoro-1-(pyrimidin-5-yl)-1H-isoindol-3-amine). Isolated yield 56.9%. RXN SMILES: C([Li])CCC.Br[C:7]1[CH:8]=[N:9][CH:10]=[N:11][CH:12]=1.[Br:13][C:14]1[CH:15]=[C:16]([C:21]([C:29]2[CH:34]=[CH:33][CH:32]=[C:31]([F:35])[C:30]=2[C:36]#[N:37])=[N:22]S(C(C)(C)C)=O)[CH:17]=[CH:18][C:19]=1[F:20].Cl>C1COCC1>[Br:13][C:14]1[CH:15]=[C:16]([C:21]2([C:7]3[CH:8]=[N:9][CH:10]=[N:11][CH:12]=3)[C:29]3[C:30](=[C:31]([F:35])[CH:32]=[CH:33][CH:34]=3)[C:36]([NH2:37])=[N:22]2)[CH:17]=[CH:18][C:19]=1[F:20]. Procedure: n-Butyllithium (0.136 mL, 0.34 mmol) was slowly added to 5-bromopyrimidine (50 mg, 0.31 mmol) in THF (1.0 mL) at −78° C. under argon atmosphere. The reaction mixture was stirred for 45 min. N-((3-Bromo-4-fluorophenyl)(2-cyano-3-fluorophenyl)methylene)-2-methylpropane-2-sulfinamide (111 mg, 0.26 mmol) in THF (1.0 mL) was added dropwise and the resulting reaction mixture was stirred at −78° C. for 1 h, and then allowed to reach room temperature. The reaction was quenched with water and extracted w... Starting materials: COC=1C(=CC2=C(N=C([Te]2)C)C1)OC (5,6-Dimethoxy-2-methylbenzotellurazole), FC(S(=O)(=O)OCC#C)(F)F (2-propyn-1-yl trifluoromethanesulfonate). Run in ClCCl (dichloromethane). Reaction conditions: time 16 hour. The product is FC(S(=O)(=O)[O-])(F)F.COC=1C(=CC2=C([N+](=C([Te]2)C)CC#C)C1)OC (5,6-Dimethoxy-2-methyl-3-(2-propyn-1-yl)benzotellurazolium Trifluoromethanesulfonate). RXN SMILES: [CH3:1][O:2][C:3]1[C:4]([O:13][CH3:14])=[CH:5][C:6]2[Te:10][C:9]([CH3:11])=[N:8][C:7]=2[CH:12]=1.[F:15][C:16]([F:25])([F:24])[S:17]([O:20][CH2:21][C:22]#[CH:23])(=[O:19])=[O:18]>ClCCl>[F:15][C:16]([F:25])([F:24])[S:17]([O-:20])(=[O:19])=[O:18].[CH3:1][O:2][C:3]1[C:4]([O:13][CH3:14])=[CH:5][C:6]2[Te:10][C:9]([CH3:11])=[N+:8]([CH2:23][C:22]#[CH:21])[C:7]=2[CH:12]=1 |f:3.4|. Procedure details: 5,6-Dimethoxy-2-methylbenzotellurazole (Example 19) (1.0 g, 0.033 mole) was dissolved in dichloromethane (25 ml). The solution of 2-propyn-1-yl trifluoromethanesulfonate, prepared as described above, was added from a dropping funnel under a nitrogen atmosphere. After completion of the addition the mixture was stirred for 16 hours at room temperature. The solid was isolated by filtration, washed with diethyl ether, and dried under vacuum at room temperature. Yield, 1.14 g (70% of theory). The inf... Procedure details: The title compound was prepared according to the procedure described in step 1 of Example 2 (Method A) from 3-amino-6-chloro-2-(3-chlorobenzoyl)-1-(ethoxycarbonyl)indole (step 1 of Example 30) and propionyl chloride. As a reaction SMILES: [NH2:1][C:2]1[C:10]2[C:5](=[CH:6][C:7]([Cl:11])=[CH:8][CH:9]=2)[N:4]([C:12]([O:14][CH2:15][CH3:16])=[O:13])[C:3]=1[C:17](=[O:25])[C:18]1[CH:23]=[CH:22][CH:21]=[C:20]([Cl:24])[CH:19]=1.[C:26](Cl)(=[O:29])[CH2:27][CH3:28]>>[Cl:11][C:7]1[CH:6]=[C:5]2[C:10]([C:2]([NH:1][C:26](=[O:29])[CH2:27][CH3:28])=[C:3]([C:17](=[O:25])[C:18]3[CH:23]=[CH:22][CH:21]=[C:20]([Cl:24])[CH:19]=3)[N:4]2[C:12]([O:14][CH2:15][CH3:16])=[O:13])=[CH:9][CH:8]=1. The reactants are NC1=C(N(C2=CC(=CC=C12)Cl)C(=O)OCC)C(C1=CC(=CC=C1)Cl)=O (3-amino-6-chloro-2-(3-chlorobenzoyl)-1-(ethoxycarbonyl)indole), C(CC)(=O)Cl (propionyl chloride). Product: ClC1=CC=C2C(=C(N(C2=C1)C(=O)OCC)C(C1=CC(=CC=C1)Cl)=O)NC(CC)=O (6-Chloro-2-(3-chlorobenzoyl)-1-ethoxycarbonyl-3-(propionylamino)indole). Reactants: N1=C(C=CC2=CC=CC=C12)C=O (2-quinolinecarboxaldehyde), C1(=CC(=CC=C1)C(=O)NN)C (m-toluic acid hydrazide). Run in C(C)O (ethanol). Reaction conditions: time 10 hour. The product is N1=C(C=CC2=CC=CC=C12)C=NNC(C1=CC(=CC=C1)C)=O (3-methylbenzoic acid (2-quinolinylmethyl-ene)hydrazide). Isolated yield 36.2%. Reaction SMILES: [N:1]1[C:10]2[C:5](=[CH:6][CH:7]=[CH:8][CH:9]=2)[CH:4]=[CH:3][C:2]=1[CH:11]=O.[C:13]1([CH3:23])[CH:18]=[CH:17][CH:16]=[C:15]([C:19]([NH:21][NH2:22])=[O:20])[CH:14]=1>C(O)C>[N:1]1[C:10]2[C:5](=[CH:6][CH:7]=[CH:8][CH:9]=2)[CH:4]=[CH:3][C:2]=1[CH:11]=[N:22][NH:21][C:19](=[O:20])[C:15]1[CH:16]=[CH:17][CH:18]=[C:13]([CH3:23])[CH:14]=1. Reported procedure: A mixture of 3.3 gm (0.021 mole) of 2-quinolinecarboxaldehyde, 3.15 gm (0.021 mole) of m-toluic acid hydrazide and 150 ml of absolute ethanol is refluzed 10 hr. The hot solution is filtered then diluted with water until cloudy. The mixture is cooled to room temperature and then chilled. The solid is collected to give 2.2 gm (36%) of the title compound having a melting point of 187.5°-188° C. after recrystallizing from methylene chloride/diethyl ether. Reactants: FC=1C=C(C(=O)N2[C@H](C[C@H](C3=CC=CC=C23)N(C(CC)=O)C2=CC=CC=C2)C)C=CC1OC ((±)-Cis-N-[1-(3-fluoro-4-methoxy-benzoyl)-2-methyl-1,2,3,4-tetrahydro-quinolin-4-yl]-N-phenyl-propionamide), C(CC)(=O)Cl (propionyl chloride), C(C)(=O)Cl (acetyl chloride), FC=1C=C(C(=O)Cl)C=CC1OC (3-fluoro-4-methoxybenzoyl chloride), O1C(=CC=C1)C(=O)Cl (2-furoyl chloride). Product: FCOC=1C=C(C(=O)N2[C@H](C[C@H](C3=CC=CC=C23)N(C(CC)=O)C2=CC=CC=C2)C)C=CC1 ((±)-Cis-N-[1-(3-fluoromethoxy-benzoyl)-2-methyl-1,2,3,4-tetrahydro-quinolin-4-yl]-N-phenyl-propionamide). As a reaction SMILES: FC1[CH:3]=[C:4]([CH:29]=CC=1OC)[C:5]([N:7]1[C:16]2[C:11](=[CH:12][CH:13]=[CH:14][CH:15]=2)[C@H:10]([N:17]([C:22]2[CH:27]=[CH:26][CH:25]=[CH:24][CH:23]=2)[C:18](=[O:21])[CH2:19][CH3:20])[CH2:9][C@@H:8]1[CH3:28])=[O:6].[F:34][C:35]1C=C(C=CC=1OC)C(Cl)=O.O1C=CC=C1C(Cl)=O.[C:54](Cl)(=[O:57])[CH2:55][CH3:56].C(Cl)(=O)C>>[F:34][CH2:35][O:57][C:54]1[CH:29]=[C:4]([CH:3]=[CH:56][CH:55]=1)[C:5]([N:7]1[C:16]2[C:11](=[CH:12][CH:13]=[CH:14][CH:15]=2)[C@H:10]([N:17]([C:22]2[CH:23]=[CH:24][CH:25]=[CH:26][CH:27]=2)[C:18](=[O:21])[CH2:19][CH3:20])[CH2:9][C@@H:8]1[CH3:28])=[O:6]. Procedure: (±)-Cis-N-[1-(3-fluoro-4-methoxy-benzoyl)-2-methyl-1,2,3,4-tetrahydro-quinolin-4-yl]-N-phenyl-propionamide was made following general procedure A substituting 3-fluoro-4-methoxybenzoyl chloride for 2-furoyl chloride and propionyl chloride for acetyl chloride.